Dataset: the Open Reaction Database (ORD), a public repository of structured organic reaction records. Task: describe an organic reaction: reactants, conditions, products, and yield The reactants are CCS, CN(C)C=O, COc1ccc(CCC(CC(=O)O)CC(=O)O)cc1. Yields the product O=C(O)CC(CCc1ccc(O)cc1)CC(=O)O. RXN SMILES: [CH2:1]([SH:2])[CH3:3].[CH3:23][N:24]([CH3:25])[CH:26]=[O:27].[CH3:4][O:5][c:6]1[cH:7][cH:8][c:9]([CH2:12][CH2:13][CH:14]([CH2:15][C:16](=[O:17])[OH:18])[CH2:19][C:20](=[O:21])[OH:22])[cH:10][cH:11]1>>[OH:5][c:6]1[cH:7][cH:8][c:9]([CH2:12][CH2:13][CH:14]([CH2:15][C:16](=[O:17])[OH:18])[CH2:19][C:20](=[O:21])[OH:22])[cH:10][cH:11]1.